This data is from the Open Reaction Database (ORD), a public repository of structured organic reaction records. The task is: describe an organic reaction: reactants, conditions, products, and yield The reactants are C1(CCCCC1)CNCC1CCCCC1 (N,N-dicyclohexylmethylamine), alkene, C(=O)(C(F)(F)F)O (TFA), ClC1=CC2=C(C=N1)CC1(C(N(C3=NC=CC=C31)COCC[Si](C)(C)C)=O)C2 ((±)-3-chloro-1′-{[2-(trimethylsilyl)ethoxy]methyl}-5,7-dihydrospiro[cyclopenta[c]pyridine-6,3′-pyrrolo[2,3-b]pyridin]-2′(1′H)-one), ClC1=CC2=C(C=N1)CC1(C(N(C3=NC=CC=C31)COCC[Si](C)(C)C)=O)C2 ((±)-3-chloro-1′-{[2-(trimethylsilyl)ethoxy]methyl}-5,7-dihydrospiro[cyclopenta[c]pyridine-6,3′-pyrrolo[2,3-b]pyridin]-2′(1′H)-one), C(C=C)N1C(C(N(C[C@@]1(C)C1=CC(=CC(=C1)F)F)C(=O)OC(C)(C)C)(C)C)=O (tert-butyl (5R)-4-allyl-5-(3,5-difluorophenyl)-2,2,5-trimethyl-3-oxopiperazine-1-carboxylate), [OH-].[Na+] (sodium hydroxide), C(CN)N (ethylenediamine). The reagents and catalysts are CC(C)([P](C(C)(C)C)([Pd][P](C(C)(C)C)(C(C)(C)C)C(C)(C)C)C(C)(C)C)C (bis(tri-t-butylphosphine)palladium(0)). Solvent: C(Cl)Cl (CH2Cl2), CC(=O)N(C)C (DMA). Conditions: temperature 150 celsius, time 30 minute. Product: C(F)(F)(F)C(=O)O (CF3CO2H), FC=1C=C(C=C(C1)F)[C@]1(N(C(C(NC1)(C)C)=O)C/C=C/C1=CC2=C(C=N1)CC1(C(NC3=NC=CC=C31)=O)C2)C (3-{(1E)-3-[(2R)-2-(3,5-Difluorophenyl)-2,5,5-trimethyl-6-oxopiperazin-1-yl]prop-1-en-1-yl}-5,7-dihydrospiro[cyclopenta[c]pyridine-6,3′-pyrrolo[2,3-b]pyridin]-2′(1′H)-one). Reaction SMILES: Cl[C:2]1[N:7]=[CH:6][C:5]2[CH2:8][C:9]3([CH2:27][C:4]=2[CH:3]=1)[C:17]1[C:12](=[N:13][CH:14]=[CH:15][CH:16]=1)[N:11](COCC[Si](C)(C)C)[C:10]3=[O:26].[CH2:28]([N:31]1[C@@:36]([C:38]2[CH:43]=[C:42]([F:44])[CH:41]=[C:40]([F:45])[CH:39]=2)([CH3:37])[CH2:35][N:34](C(OC(C)(C)C)=O)[C:33]([CH3:54])([CH3:53])[C:32]1=[O:55])[CH:29]=[CH2:30].C1(CNCC2CCCCC2)CCCCC1.[C:71]([OH:77])([C:73]([F:76])([F:75])[F:74])=[O:72].[OH-].[Na+].C(N)CN>CC(N(C)C)=O.C(Cl)Cl.CC(C)([P](C(C)(C)C)([Pd][P](C(C)(C)C)(C(C)(C)C)C(C)(C)C)C(C)(C)C)C>[C:73]([C:71]([OH:77])=[O:72])([F:76])([F:75])[F:74].[F:45][C:40]1[CH:39]=[C:38]([C@:36]2([CH3:37])[CH2:35][NH:34][C:33]([CH3:54])([CH3:53])[C:32](=[O:55])[N:31]2[CH2:28]/[CH:29]=[CH:30]/[C:2]2[N:7]=[CH:6][C:5]3[CH2:8][C:9]4([CH2:27][C:4]=3[CH:3]=2)[C:17]2[C:12](=[N:13][CH:14]=[CH:15][CH:16]=2)[NH:11][C:10]4=[O:26])[CH:43]=[C:42]([F:44])[CH:41]=1 |f:4.5,^1:95,101|. Procedure: To a mixture of (±)-3-chloro-1′-{[2-(trimethylsilyl)ethoxy]methyl}-5,7-dihydrospiro[cyclopenta[c]pyridine-6,3′-pyrrolo[2,3-b]pyridin]-2′(1′H)-one (0.404 g, 1.004 mmol, described in Intermediate 32) and tert-butyl (5R)-4-allyl-5-(3,5-difluorophenyl)-2,2,5-trimethyl-3-oxopiperazine-1-carboxylate (0.36 g, 0.913 mmol) in degassed DMA (5.4 mL) in a large microwave vessel was added N,N-dicyclohexylmethylamine (0.215 mL, 1.00 mmol) and the mixture was degassed for 5 min. To the resulting mixture was ad... Reactants: C(C1=CC=CC=C1)OC(=O)N1COC([C@@H]1C)(O)C1=CC=C(C=C1)OCC1=CC=CC=C1 ((4S)-N-benzyloxycarbonyl-5-(4-benzyloxyphenyl)-4-methyl-5-hydroxyoxazolidine). Solvent: C1(=CC=CC=C1)C (toluene). Product: C(C1=CC=CC=C1)OC(=O)N[C@H](C(=O)C1=CC=C(C=C1)OCC1=CC=CC=C1)C ((2S)-2-(benzyloxycarbonyl)amino-1-(4-benzyloxyphenyl)-1-propanone). Yield: 87.9%. As a reaction SMILES: [CH2:1]([O:8][C:9]([N:11]1[C@@H:15]([CH3:16])[C:14]([C:18]2[CH:23]=[CH:22][C:21]([O:24][CH2:25][C:26]3[CH:31]=[CH:30][CH:29]=[CH:28][CH:27]=3)=[CH:20][CH:19]=2)(O)[O:13]C1)=[O:10])[C:2]1[CH:7]=[CH:6][CH:5]=[CH:4][CH:3]=1>C1(C)C=CC=CC=1>[CH2:1]([O:8][C:9]([NH:11][C@@H:15]([CH3:16])[C:14]([C:18]1[CH:19]=[CH:20][C:21]([O:24][CH2:25][C:26]2[CH:27]=[CH:28][CH:29]=[CH:30][CH:31]=2)=[CH:22][CH:23]=1)=[O:13])=[O:10])[C:2]1[CH:3]=[CH:4][CH:5]=[CH:6][CH:7]=1. Reported procedure: In toluene (50 mL) was dissolved (4S)-N-benzyloxycarbonyl-5-(4-benzyloxyphenyl)-4-methyl-5-hydroxyoxazolidine (3.8 g) prepared in Example 1. After adding Amberlist (300 mg), the mixture was reacted at room temperature. At the end of the reaction, Amberlist was filtered off, the filtrate was concentrated in vacuo. The residue was purified by silica column chromatography (eluent: chloroform) to give the title compound (3.1 g) as pale yellow crystals in a yield of 88%. Reagents/catalysts: CC(=O)[O-].CC(=O)[O-].[Pd+2] (Pd(OAc)2). Run in O (water), CC(C)O (iPrOH), O (water). The reactants are BrC1=NC=CC(=C1)C1=CN=CO1 (2-bromo-4-oxazol-5-yl-pyridine), COC1=NC=CC(=C1B1OC(C(O1)(C)C)(C)C)C (2-methoxy-4-methyl-3-(4,4,5,5-tetramethyl-[1,3,2]dioxaborolan-2-yl)-pyridine), [O-]P(=O)([O-])[O-].[K+].[K+].[K+] (K3PO4), CN(C)C1=CC=CC=C1C2=CC=CC=C2P(C3CCCCC3)C4CCCCC4 (Davephos). Reaction SMILES: Br[C:2]1[CH:7]=[C:6]([C:8]2[O:12][CH:11]=[N:10][CH:9]=2)[CH:5]=[CH:4][N:3]=1.[CH3:13][O:14][C:15]1[C:20](B2OC(C)(C)C(C)(C)O2)=[C:19]([CH3:30])[CH:18]=[CH:17][N:16]=1.[O-]P([O-])([O-])=O.[K+].[K+].[K+].CN(C1C(C2C(P(C3CCCCC3)C3CCCCC3)=CC=CC=2)=CC=CC=1)C>CC(O)C.O.CC([O-])=O.CC([O-])=O.[Pd+2]>[CH3:13][O:14][C:15]1[C:20]([C:2]2[CH:7]=[C:6]([C:8]3[O:12][CH:11]=[N:10][CH:9]=3)[CH:5]=[CH:4][N:3]=2)=[C:19]([CH3:30])[CH:18]=[CH:17][N:16]=1 |f:2.3.4.5,9.10.11|. Yields the product COC1=NC=CC(=C1C1=NC=CC(=C1)C1=CN=CO1)C (2′-Methoxy-4′-methyl-4-oxazol-5-yl-[2,3′]bipyridinyl), solid. Procedure details: An oven-dried flask under argon was charged with the 2-bromo-4-oxazol-5-yl-pyridine (Intermediate II-c, 461 mg, 2.07 mmol), 2-methoxy-4-methyl-3-(4,4,5,5-tetramethyl-[1,3,2]dioxaborolan-2-yl)-pyridine V-d (510 mg, 2.07 mmol), K3PO4 (2.82 g, 13.3 mmol), Pd(OAc)2 (51 mg, 0.225 mmol), Davephos (89 mg, 0.225 mmol) in iPrOH (5 mL) and water (3 mL). After 40 min at 100° C., the mixture was cooled to room temperature, diluted with water and extracted with EtOAc then washed with brine. The organics were... Conditions: time 40 minute. Isolated yield 43.0%.